Dataset: the Open Reaction Database (ORD), a public repository of structured organic reaction records. Task: describe an organic reaction: reactants, conditions, products, and yield Reactants: [Cl-].[NH4+] (ammonium chloride), [H-].[Na+] (sodium hydride), [Cl-].ClC1=C(C[P+](C2=CC=CC=C2)(C2=CC=CC=C2)C2=CC=CC=C2)C(=CC=C1)C ((2-chloro-6-methylbenzyl)(triphenyl)phosphonium chloride), C(=O)C1CCN(CC1)C(=O)OC(C)(C)C (tert-butyl 4-formylpiperidine-1-carboxylate). Run in CS(=O)C (dimethylsulfoxide). Run at time 1 hour. The product is ClC1=C(C(=CC=C1)C)/C=C/C1CCN(CC1)C(=O)OC(C)(C)C (tert-butyl 4-[(E)-2-(2-chloro-6-methylphenyl)vinyl]piperidine-1-carboxylate). Isolated yield 41.2%. Reaction SMILES: [H-].[Na+].[Cl-].[Cl:4][C:5]1[CH:30]=[CH:29][CH:28]=[C:27]([CH3:31])[C:6]=1[CH2:7][P+](C1C=CC=CC=1)(C1C=CC=CC=1)C1C=CC=CC=1.[CH:32]([CH:34]1[CH2:39][CH2:38][N:37]([C:40]([O:42][C:43]([CH3:46])([CH3:45])[CH3:44])=[O:41])[CH2:36][CH2:35]1)=O.[Cl-].[NH4+]>CS(C)=O>[Cl:4][C:5]1[CH:30]=[CH:29][CH:28]=[C:27]([CH3:31])[C:6]=1/[CH:7]=[CH:32]/[CH:34]1[CH2:39][CH2:38][N:37]([C:40]([O:42][C:43]([CH3:44])([CH3:46])[CH3:45])=[O:41])[CH2:36][CH2:35]1 |f:0.1,2.3,5.6|. Procedure: 264 mg of sodium hydride (55%) was added to a solution of 2.65 g of (2-chloro-6-methylbenzyl)(triphenyl)phosphonium chloride in 20 ml of dimethylsulfoxide, followed by stirring at ambient temperature for 1 hour. After 994 mg of tert-butyl 4-formylpiperidine-1-carboxylate was added to the reaction mixture, the mixture was stirred at ambient temperature for 1 hour. The reaction mixture was poured into saturated aqueous ammonium chloride, followed by extraction with ethyl acetate. The organic layer... Reactants: C(C)(=S)[O-].[K+] (potassium thioacetate), BrC1=CC=C(C(=O)C(CC(=O)N2[C@H](C(=O)O)CCC2)Br)C=C1 (1-[3-(4-Bromobenzoyl)-3-bromopropionyl]-L-proline). Solvent: C(C)O (ethanol). Run at time 18 hour. Yields the product C(C)(=O)SC(CC(=O)N1[C@H](C(=O)O)CCC1)C(C1=CC=C(C=C1)Br)=O (1-[3-Acetylthio-3-(4-bromobenzoyl)propionyl]-L-proline). Reaction SMILES: [C:1]([O-:4])(=[S:3])[CH3:2].[K+].[Br:6][C:7]1[CH:27]=[CH:26][C:10]([C:11]([CH:13](Br)[CH2:14][C:15]([N:17]2[CH2:24][CH2:23][CH2:22][C@H:18]2[C:19]([OH:21])=[O:20])=[O:16])=[O:12])=[CH:9][CH:8]=1>C(O)C>[C:1]([S:3][CH:13]([C:11](=[O:12])[C:10]1[CH:26]=[CH:27][C:7]([Br:6])=[CH:8][CH:9]=1)[CH2:14][C:15]([N:17]1[CH2:24][CH2:23][CH2:22][C@H:18]1[C:19]([OH:21])=[O:20])=[O:16])(=[O:4])[CH3:2] |f:0.1|. Procedure: To a stirred suspension of 469 mg. of potassium thioacetate in 10 ml. of ethanol is added 1.76 g. of 1-[3-(4-bromobenzoyl)-3-bromopropionyl]-L-proline (Example 37). The mixture is stirred at room temperature for 18 hours, filtered and the filtrate evaporated to dryness. The residue is dissolved in dichloromethane, washed with water and saturated sodium chloride solution, dried over magnesium sulfate and evaporated to dryness in vacuo giving the desired product as 1.68 g. of a white glass. Starting materials: O=C([O-])[O-], CC(C)(C)C(=O)CC(=O)C(C)(C)C, CN1CCCC1=O, [Cs+], [Cs+], Oc1cccc(F)c1, COc1ccc(Cn2ncc3c(N4CCN(C(=O)OC(C)(C)C)CC4)c(I)cnc32)cc1, O. Product: COc1ccc(Cn2ncc3c(N4CCN(C(=O)OC(C)(C)C)CC4)c(Oc4cccc(F)c4)cnc32)cc1. Reaction SMILES: [C:46](=[O:47])([O-:48])[O-:49].[CH3:33][C:34]([CH3:35])([C:36](=[O:37])[CH2:38][C:39](=[O:40])[C:41]([CH3:42])([CH3:43])[CH3:44])[CH3:45].[CH3:60][N:61]1[CH2:62][CH2:63][CH2:64][C:65]1=[O:66].[Cs+:50].[Cs+:51].[F:52][c:53]1[cH:54][c:55]([OH:59])[cH:56][cH:57][cH:58]1.[I:1][c:2]1[c:3]([N:20]2[CH2:21][CH2:22][N:23]([C:26](=[O:27])[O:28][C:29]([CH3:30])([CH3:31])[CH3:32])[CH2:24][CH2:25]2)[c:4]2[c:5]([n:6][cH:7]1)[n:8]([CH2:11][c:12]1[cH:13][cH:14][c:15]([O:18][CH3:19])[cH:16][cH:17]1)[n:9][cH:10]2.[OH2:67]>>[c:2]1([O:59][c:55]2[cH:54][c:53]([F:52])[cH:58][cH:57][cH:56]2)[c:3]([N:20]2[CH2:21][CH2:22][N:23]([C:26](=[O:27])[O:28][C:29]([CH3:30])([CH3:31])[CH3:32])[CH2:24][CH2:25]2)[c:4]2[c:5]([n:6][cH:7]1)[n:8]([CH2:11][c:12]1[cH:13][cH:14][c:15]([O:18][CH3:19])[cH:16][cH:17]1)[n:9][cH:10]2. As a reaction SMILES: [CH3:47][CH2:48][OH:49].[ClH:46].[Na+:40].[O:41]1[CH2:42][CH2:43][CH2:44][CH2:45]1.[OH-:39].[c:1]1(-[c:7]2[c:8]([CH2:32][CH2:33][C:34](=[O:35])[O:36][CH2:37][CH3:38])[cH:9][n:10]([CH2:12][c:13]3[cH:14][cH:15][c:16]([O:19][CH2:20][c:21]4[n:22][c:23](-[c:26]5[n:27][cH:28][cH:29][cH:30][cH:31]5)[s:24][cH:25]4)[cH:17][cH:18]3)[cH:11]2)[cH:2][cH:3][cH:4][cH:5][cH:6]1>>[c:1]1(-[c:7]2[c:8]([CH2:32][CH2:33][C:34](=[O:35])[OH:36])[cH:9][n:10]([CH2:12][c:13]3[cH:14][cH:15][c:16]([O:19][CH2:20][c:21]4[n:22][c:23](-[c:26]5[n:27][cH:28][cH:29][cH:30][cH:31]5)[s:24][cH:25]4)[cH:17][cH:18]3)[cH:11]2)[cH:2][cH:3][cH:4][cH:5][cH:6]1. Starting materials: CCO, Cl, [Na+], C1CCOC1, [OH-], CCOC(=O)CCc1cn(Cc2ccc(OCc3csc(-c4ccccn4)n3)cc2)cc1-c1ccccc1. Product: O=C(O)CCc1cn(Cc2ccc(OCc3csc(-c4ccccn4)n3)cc2)cc1-c1ccccc1. The product is C(C)(C)(C)O[C@H](C(=O)O)C1=C(C2=C(N=C(S2)C2=CC(=NC=C2)C=2C=C3CC(N(C3=CC2)C)=O)C=C1C)C1=CC=C(C=C1)Cl ((S)-2-tert-butoxy-2-(7-(4-chlorophenyl)-5-methyl-2-(2-(1-methyl-2-oxoindolin-5-yl)pyridin-4-yl)benzo[d]thiazol-6-yl)acetic acid). Starting materials: C(C)(C)(C)O[C@H](C(=O)O)C1=C(C2=C(N=C(S2)C2=CC(=NC=C2)C2=C3CC(N(C3=CC=C2)C)=O)C=C1C)C1=CC=C(C=C1)Cl ((S)-2-tert-butoxy-2-(7-(4-chlorophenyl)-5-methyl-2-(2-(1-methyl-2-oxoindolin-4-yl)pyridin-4-yl)benzo[d]thiazol-6-yl)acetic acid), BrC=1C=C2CC(N(C2=CC1)C)=O (5-bromo-1-methylindolin-2-one). Reported procedure: (S)-2-tert-butoxy-2-(7-(4-chlorophenyl)-5-methyl-2-(2-(1-methyl-2-oxoindolin-5-yl)pyridin-4-yl)benzo[d]thiazol-6-yl)acetic acid was prepared using in a similar manner as (S)-2-tert-butoxy-2-(7-(4-chlorophenyl)-5-methyl-2-(2-(1-methyl-2-oxoindolin-4-yl)pyridin-4-yl)benzo[d]thiazol-6-yl)acetic acid, except 5-bromo-1-methylindolin-2-one was used instead of 4-bromo-1-methylindolin-2-one. LCMS-ESI+: calc'd for C34H31ClN3O4S: 612.1 (M+H+); Found: 612.2 (M+H+). 1H NMR (400 MHz, CD3OD) δ: 8.61 (d, 1H), ... RXN SMILES: [C:1]([O:5][C@@H:6]([C:10]1[C:35]([CH3:36])=[CH:34][C:13]2[N:14]=[C:15]([C:17]3[CH:22]=[CH:21][N:20]=[C:19](C4C=CC=C5C=4CC(=O)N5C)[CH:18]=3)[S:16][C:12]=2[C:11]=1[C:37]1[CH:42]=[CH:41][C:40]([Cl:43])=[CH:39][CH:38]=1)[C:7]([OH:9])=[O:8])([CH3:4])([CH3:3])[CH3:2].Br[C:45]1[CH:46]=[C:47]2[C:51](=[CH:52][CH:53]=1)[N:50]([CH3:54])[C:49](=[O:55])[CH2:48]2>>[C:1]([O:5][C@@H:6]([C:10]1[C:35]([CH3:36])=[CH:34][C:13]2[N:14]=[C:15]([C:17]3[CH:22]=[CH:21][N:20]=[C:19]([C:45]4[CH:46]=[C:47]5[C:51](=[CH:52][CH:53]=4)[N:50]([CH3:54])[C:49](=[O:55])[CH2:48]5)[CH:18]=3)[S:16][C:12]=2[C:11]=1[C:37]1[CH:42]=[CH:41][C:40]([Cl:43])=[CH:39][CH:38]=1)[C:7]([OH:9])=[O:8])([CH3:2])([CH3:3])[CH3:4]. Starting materials: [BH4-].[Na+] (sodium borohydride), C(CC(O)(C(=O)O)CC(=O)O)(=O)O (citric acid), S(N)(OC1=CC=2CC[C@H]3[C@@H]4CCC([C@@]4(C)CC[C@@H]3C2C=C1)=O)(=O)=O (17-Oxoestra-1,3,5(10)-triene-3-yl Sulfamate). Run in O (water), O (Water), O (water), C(C)O (ethanol). Conditions: temperature 3.5 celsius, time 20 hour. The product is S(N)(OC1=CC=2CC[C@H]3[C@@H]4CC[C@@H]([C@@]4(C)CC[C@@H]3C2C=C1)O)(=O)=O (17β-Hydroxyestra-1,3,5(10)-trien-3-yl Sulfamate). Reaction SMILES: [S:1](=[O:24])(=[O:23])([O:3][C:4]1[CH:21]=[CH:20][C:19]2[C@@H:18]3[C@H:9]([C@H:10]4[C@@:14]([CH2:16][CH2:17]3)([CH3:15])[C:13](=[O:22])[CH2:12][CH2:11]4)[CH2:8][CH2:7][C:6]=2[CH:5]=1)[NH2:2].[BH4-].[Na+].C(O)(=O)CC(CC(O)=O)(C(O)=O)O>C(O)C.O>[S:1](=[O:23])(=[O:24])([O:3][C:4]1[CH:21]=[CH:20][C:19]2[C@@H:18]3[C@H:9]([C@H:10]4[C@@:14]([CH2:16][CH2:17]3)([CH3:15])[C@@H:13]([OH:22])[CH2:12][CH2:11]4)[CH2:8][CH2:7][C:6]=2[CH:5]=1)[NH2:2] |f:1.2|. Procedure details: To a cold (2-5° C.) suspension of moist 17-Oxoestra-1,3,5(10)-trien-3-yl sulfamate (171.7 mmol, from procedure I) in ethanol (450 ml), a solution of sodium borohydride (156.23 mmol) in water (94 ml) was added at 2-5° C. within a period of 20 minutes. The resulting mixture was stirred at 2-5° C. for another 20 hours. A solution of citric acid (495.86 mmol) in water (668 ml) was then added at this temperature within a period of 15 minutes to adjust the pH to 3. Water (668 ml) was added. The result... Starting materials: [Br-], C[Mg+], Cn1c(=O)c(-c2ccc(Cl)cc2Cl)cc2c3cc(-c4csc(C=O)n4)ccc3n(C)c21. Product: CC(O)c1nc(-c2ccc3c(c2)c2cc(-c4ccc(Cl)cc4Cl)c(=O)n(C)c2n3C)cs1. Reaction SMILES: [Br-:32].[CH3:33][Mg+:34].[Cl:1][c:2]1[c:3](-[c:9]2[cH:10][c:11]3[c:12]([n:13]([CH3:27])[c:14]4[cH:15][cH:16][c:17](-[c:20]5[n:21][c:22]([CH:25]=[O:26])[s:23][cH:24]5)[cH:18][c:19]34)[n:28]([CH3:31])[c:29]2=[O:30])[cH:4][cH:5][c:6]([Cl:8])[cH:7]1>>[Cl:1][c:2]1[c:3](-[c:9]2[cH:10][c:11]3[c:12]([n:13]([CH3:27])[c:14]4[cH:15][cH:16][c:17](-[c:20]5[n:21][c:22]([CH:25]([OH:26])[CH3:33])[s:23][cH:24]5)[cH:18][c:19]34)[n:28]([CH3:31])[c:29]2=[O:30])[cH:4][cH:5][c:6]([Cl:8])[cH:7]1. Reactants: BrC=1C=C(C(=CC1)C=O)C=O (4-bromo-benzene-1,2-dicarbaldehyde), C(CC(=O)[O-])(=O)ON(CC)CC (diethylamino malonate), [O-]CC.[Na+] (sodium ethoxide), C(C)O (ethanol). Yields the product C(C)OC(=O)C=1N=CC2=CC(=CC=C2C1)Br (7-bromo-isoquinoline-3-carboxylic acid ethyl ester). The yield is 78.0%. Reaction SMILES: [Br:1][C:2]1[CH:3]=[C:4]([CH:10]=O)[C:5]([CH:8]=O)=[CH:6][CH:7]=1.C(O[N:19]([CH2:22][CH3:23])CC)(=O)CC([O-])=O.[O-:24][CH2:25][CH3:26].[Na+].C([OH:30])C>>[CH2:25]([O:24][C:23]([C:22]1[N:19]=[CH:10][C:4]2[C:5]([CH:8]=1)=[CH:6][CH:7]=[C:2]([Br:1])[CH:3]=2)=[O:30])[CH3:26] |f:2.3|. Procedure: A mixture of 4-bromo-benzene-1,2-dicarbaldehyde (0.450 g, 2.137 mmol), diethylamino malonate (0.452 g, 2.137 mmol), and sodium ethoxide (0.218 g, 3.20 mmol) in anhydrous ethanol (15 mL) was refluxed for 4 hr. The solution was cooled to rt and concentrated under reduced pressure. The crude residue was purified by flash column chromatography (silica gel, 0.5% MeOH in CHCl3) to obtain 0.460 g (78%) of the 7-bromo-isoquinoline-3-carboxylic acid ethyl ester which was hydrolyzed according to general p...